Dataset: the Open Reaction Database (ORD), a public repository of structured organic reaction records. Task: describe an organic reaction: reactants, conditions, products, and yield Reactants: C(C1=CC=CC=C1)N1[C@@H](C[C@H](C1)O[Si](C)(C)C(C)(C)C)C=O ((2S,4R)-1-benzyl-4-(t-butyldimethylsilyloxy)-2-formylpyrrolidine), BrC=1C=NN(C1)C (4-bromo-1-methylpyrazole), C(CCC)[Li] (n-butyllithium). Run in C(C)OCC (diethyl ether), C(C)OCC (diethyl ether), CCCCCC (hexane). Run at time 45 minute. Yields the product C(C1=CC=CC=C1)N1[C@@H](C[C@H](C1)O[Si](C)(C)C(C)(C)C)C(O)C=1C=NN(C1)C ((2S,4R)-1-{1-benzyl-4-(t-butyldimethyl-silyloxy) pyrrolidin-2-yl}-1-(1-methyl-4-pyrazolyl)methanol). Isolated yield 64.6%. RXN SMILES: Br[C:2]1[CH:3]=[N:4][N:5]([CH3:7])[CH:6]=1.C([Li])CCC.[CH2:13]([N:20]1[CH2:24][C@H:23]([O:25][Si:26]([C:29]([CH3:32])([CH3:31])[CH3:30])([CH3:28])[CH3:27])[CH2:22][C@H:21]1[CH:33]=[O:34])[C:14]1[CH:19]=[CH:18][CH:17]=[CH:16][CH:15]=1>C(OCC)C.CCCCCC>[CH2:13]([N:20]1[CH2:24][C@H:23]([O:25][Si:26]([C:29]([CH3:30])([CH3:31])[CH3:32])([CH3:28])[CH3:27])[CH2:22][C@H:21]1[CH:33]([C:2]1[CH:3]=[N:4][N:5]([CH3:7])[CH:6]=1)[OH:34])[C:14]1[CH:15]=[CH:16][CH:17]=[CH:18][CH:19]=1. Procedure: To a solution of 4-bromo-1-methylpyrazole (170.7 g) in diethyl ether (2 l) was added dropwise n-butyllithium (1.6N) in hexane (713 ml) keeping the temperature below -60° C. After stirring for 45 minutes, a solution of (2S,4R)-1-benzyl-4-(t-butyldimethylsilyloxy)-2-formylpyrrolidine (260 g) in diethyl ether (200 ml) was added dropwise. After stirring for 30 minutes, the mixture was warmed to 0°~5° C. over 2.5 hours and stirred for 45 minutes. The reaction mixture was quenched with ice water (1 l)... Starting materials: FC1CCN(Cc2ccc(Br)cc2)C1, C=CB1OC(C)CC(C)(C)O1. Yields the product CC1CC(C)(C)OB(C=Cc2ccc(CN3CCC(F)C3)cc2)O1. RXN SMILES: [Br:1][c:2]1[cH:3][cH:4][c:5]([CH2:6][N:7]2[CH2:8][CH:9]([F:12])[CH2:10][CH2:11]2)[cH:13][cH:14]1.[CH3:15][C:16]1([CH3:25])[O:17][B:18]([CH:23]=[CH2:24])[O:19][CH:20]([CH3:22])[CH2:21]1>>[c:2]1([CH:24]=[CH:23][B:18]2[O:17][C:16]([CH3:15])([CH3:25])[CH2:21][CH:20]([CH3:22])[O:19]2)[cH:3][cH:4][c:5]([CH2:6][N:7]2[CH2:8][CH:9]([F:12])[CH2:10][CH2:11]2)[cH:13][cH:14]1. Starting materials: FC1=CC=C(C=C1)C=1N=C(N(C1C1=CC=C(C=C1)F)/C=C/[C@H](CC(=O)O[C@H](C(C1=CC=CC=C1)(C1=CC=CC=C1)O)C1=CC=CC=C1)O)C(C)C ((S)-1-hydroxy-1,1,2-triphenyleth-2-yl (3S,E)-5-[4,5-bis(4-fluorophenyl)-2-(1-methylethyl)-1H-imidazol-1-yl]-3-hydroxy-4-pentenoate), [Na] (sodium). Run in CO (methanol), CO (methanol), CO (methanol). Conditions: time 2.5 hour. Yields the product FC1=CC=C(C=C1)C=1N=C(N(C1C1=CC=C(C=C1)F)/C=C/[C@H](CC(=O)OC)O)C(C)C (Methyl (3S,E)-5-[4,5-bis(4-fluorophenyl)-2-(1-methylethyl)-1H-imidazol-1-yl]-3-hydroxy-4-pentenoate). The yield is 82.0%. Reaction SMILES: [F:1][C:2]1[CH:7]=[CH:6][C:5]([C:8]2[N:9]=[C:10]([CH:49]([CH3:51])[CH3:50])[N:11](/[CH:20]=[CH:21]/[C@@H:22]([OH:48])[CH2:23][C:24]([O:26][C@@H:27](C3C=CC=CC=3)C(O)(C3C=CC=CC=3)C3C=CC=CC=3)=[O:25])[C:12]=2[C:13]2[CH:18]=[CH:17][C:16]([F:19])=[CH:15][CH:14]=2)=[CH:4][CH:3]=1.[Na]>CO>[F:1][C:2]1[CH:7]=[CH:6][C:5]([C:8]2[N:9]=[C:10]([CH:49]([CH3:51])[CH3:50])[N:11](/[CH:20]=[CH:21]/[C@@H:22]([OH:48])[CH2:23][C:24]([O:26][CH3:27])=[O:25])[C:12]=2[C:13]2[CH:18]=[CH:17][C:16]([F:19])=[CH:15][CH:14]=2)=[CH:4][CH:3]=1 |^1:51|. Reported procedure: A stirred suspension of (S)-1-hydroxy-1,1,2-triphenyleth-2-yl (3S,E)-5-[4,5-bis(4-fluorophenyl)-2-(1-methylethyl)-1H-imidazol-1-yl]-3-hydroxy-4-pentenoate (3.11 g) in methanol (30 ml) was treated with a solution of sodium (110 mg) in methanol (20 ml) plus methanol washings (2×5 ml). The resulting orange solution was stirred at room temperature for 2.5 h then the reaction mixture was concentrate. This was dissolved in dichloromethane (150 ml) and the solution was washed with water (50 ml) and bri... Starting materials: O=C(Cl)Oc1ccccc1, CCOCC, Nc1cnc(-c2ccccc2)cn1, O, c1ccncc1. The product is O=C(Nc1cnc(-c2ccccc2)cn1)Oc1ccccc1. Reaction SMILES: [C:1]([O:2][c:3]1[cH:4][cH:5][cH:6][cH:7][cH:8]1)(=[O:9])[Cl:10].[CH2:25]([O:26][CH2:27][CH3:28])[CH3:29].[NH2:11][c:12]1[n:13][cH:14][c:15](-[c:18]2[cH:19][cH:20][cH:21][cH:22][cH:23]2)[n:16][cH:17]1.[OH2:24].[cH:30]1[cH:31][cH:32][n:33][cH:34][cH:35]1>>[C:1]([O:2][c:3]1[cH:4][cH:5][cH:6][cH:7][cH:8]1)(=[O:9])[NH:11][c:12]1[n:13][cH:14][c:15](-[c:18]2[cH:19][cH:20][cH:21][cH:22][cH:23]2)[n:16][cH:17]1. The reactants are [BH4-], O=Cc1ccc([N+](=O)[O-])c(OCc2ccccc2)c1, CO, [Na+]. Yields the product O=[N+]([O-])c1ccc(CO)cc1OCc1ccccc1. RXN SMILES: [BH4-:20].[CH2:1]([c:2]1[cH:3][cH:4][cH:5][cH:6][cH:7]1)[O:8][c:9]1[cH:10][c:11]([CH:12]=[O:13])[cH:14][cH:15][c:16]1[N+:17](=[O:18])[O-:19].[CH3:22][OH:23].[Na+:21]>>[CH2:1]([c:2]1[cH:3][cH:4][cH:5][cH:6][cH:7]1)[O:8][c:9]1[cH:10][c:11]([CH2:12][OH:13])[cH:14][cH:15][c:16]1[N+:17](=[O:18])[O-:19]. Starting materials: CC1=C(C=C(C=C1)C=1C=NC=CC1)C1=CC=C(C=C1)N (2′-methyl-5′-(pyridin-3-yl)biphenyl-4-amine), C(CCl)Cl (EDC), CC1=C(C(=O)O)C=CN=C1 (3-methylisonicotinic acid), Amide. Solvent: C(Cl)Cl (DCM). Reaction conditions: time 6 hour. Yields the product CC1=C(C(=O)NC2=CC=C(C=C2)C2=C(C=CC(=C2)C=2C=NC=CC2)C)C=CN=C1 (3-Methyl-N-[5′-(pyridin-3-yl)-2′-methyl-biphenyl-4-yl]-isonicotinamide). Isolated yield 88.0%. RXN SMILES: [CH3:1][C:2]1[CH:7]=[CH:6][C:5]([C:8]2[CH:9]=[N:10][CH:11]=[CH:12][CH:13]=2)=[CH:4][C:3]=1[C:14]1[CH:19]=[CH:18][C:17]([NH2:20])=[CH:16][CH:15]=1.C(Cl)CCl.[CH3:25][C:26]1[CH:34]=[N:33][CH:32]=[CH:31][C:27]=1[C:28](O)=[O:29]>C(Cl)Cl>[CH3:25][C:26]1[CH:34]=[N:33][CH:32]=[CH:31][C:27]=1[C:28]([NH:20][C:17]1[CH:16]=[CH:15][C:14]([C:3]2[CH:4]=[C:5]([C:8]3[CH:9]=[N:10][CH:11]=[CH:12][CH:13]=3)[CH:6]=[CH:7][C:2]=2[CH3:1])=[CH:19][CH:18]=1)=[O:29]. Procedure: Amide Coupling Reaction: To a solution of 2′-methyl-5′-(pyridin-3-yl)biphenyl-4-amine n (40 mg, 0.15 mmol) in DCM (3 mL) was added EDC (85 mg, 0.45 mmol) and 3-methylisonicotinic acid (40 mg, 0.3 mmol). The solution was stirred at room temperature for 6 hr before it was concentrated and chromatographied to give Compound 20 (50 mg, 88%). Reactants: COC1=CC=C(C=C1)N1C(O[C@H](C1)CN1CCC(CC1)OC1=CC=C(C=C1)OC)=O (3-p-methoxyphenyl-5(S)-[(4-p-methoxyphenoxypiperidino)methyl]-2-oxazolidinone). Solvent: CS(=O)C (DMSO). Yields the product COC1=CC=C(OC2CCNCC2)C=C1 (4-(p-methoxyphenoxy)piperidine). Reaction SMILES: COC1C=CC(N2C[C@H](C[N:15]3[CH2:20][CH2:19][CH:18]([O:21][C:22]4[CH:27]=[CH:26][C:25]([O:28][CH3:29])=[CH:24][CH:23]=4)[CH2:17][CH2:16]3)OC2=O)=CC=1>CS(C)=O>[CH3:29][O:28][C:25]1[CH:24]=[CH:23][C:22]([O:21][CH:18]2[CH2:19][CH2:20][NH:15][CH2:16][CH2:17]2)=[CH:27][CH:26]=1. Procedure: 3-p-methoxyphenyl-5(S)-[(4-p-methoxyphenoxypiperidino)methyl]-2-oxazolidinone (hydrochloride), m.p. 249°-250°; [α]D =-27.8° (DMSO); The reactants are C=CCBr, CC(=O)CC(C)C, COC(=O)C1(Nc2cccc(OC)c2)CCNCC1, [I-], [K+], [Na+], [Na+], O=C([O-])[O-]. The product is C=CCN1CCC(Nc2cccc(OC)c2)(C(=O)OC)CC1. Reaction SMILES: [Br:1][CH2:2][CH:3]=[CH2:4].[CH3:32][CH:33]([CH3:34])[CH2:35][C:36](=[O:37])[CH3:38].[CH3:5][O:6][c:7]1[cH:8][c:9]([NH:13][C:14]2([C:20](=[O:21])[O:22][CH3:23])[CH2:15][CH2:16][NH:17][CH2:18][CH2:19]2)[cH:10][cH:11][cH:12]1.[I-:31].[K+:30].[Na+:24].[Na+:25].[O-:26][C:27](=[O:28])[O-:29]>>[CH2:2]=[CH:3][CH2:4][N:17]1[CH2:16][CH2:15][C:14]([NH:13][c:9]2[cH:8][c:7]([O:6][CH3:5])[cH:12][cH:11][cH:10]2)([C:20](=[O:21])[O:22][CH3:23])[CH2:19][CH2:18]1. The reactants are ClCC=1C(=NOC1C(C)C)C1=C(C=CC=C1Cl)Cl (4-(chloromethyl)-3-(2,6-dichlorophenyl)-5-(1-methylethyl)isoxazole), C([O-])([O-])=O.[Cs+].[Cs+] (cesium carbonate), SC1=CC=C(C=C1)B(O)O (4-mercaptophenyl boronic acid). Run in CN(C=O)C (dimethylformamide), C(C)(=O)OCC (ethyl acetate). Run at temperature 60 celsius, time 24 hour. Yields the product ClC1=C(C(=CC=C1)Cl)C1=NOC(=C1CSC1=CC=C(C=C1)B(O)O)C(C)C ([4-({[3-(2,6-dichlorophenyl)-5-(1-methylethyl)-4-isoxazolyl]methyl}thio)phenyl]boronic acid). Isolated yield 131.2%. RXN SMILES: Cl[CH2:2][C:3]1[C:4]([C:11]2[C:16]([Cl:17])=[CH:15][CH:14]=[CH:13][C:12]=2[Cl:18])=[N:5][O:6][C:7]=1[CH:8]([CH3:10])[CH3:9].C(=O)([O-])[O-].[Cs+].[Cs+].[SH:25][C:26]1[CH:31]=[CH:30][C:29]([B:32]([OH:34])[OH:33])=[CH:28][CH:27]=1>CN(C)C=O.C(OCC)(=O)C>[Cl:18][C:12]1[CH:13]=[CH:14][CH:15]=[C:16]([Cl:17])[C:11]=1[C:4]1[C:3]([CH2:2][S:25][C:26]2[CH:31]=[CH:30][C:29]([B:32]([OH:34])[OH:33])=[CH:28][CH:27]=2)=[C:7]([CH:8]([CH3:10])[CH3:9])[O:6][N:5]=1 |f:1.2.3|. Procedure details: A mixture of 4-(chloromethyl)-3-(2,6-dichlorophenyl)-5-(1-methylethyl)isoxazole (152 mg, 0.5 mmol), cesium carbonate (489 mg, 1.5 mmol) and 4-mercaptophenyl boronic acid (75 mg, 0.5 mmol) in dimethylformamide (5 mL) was allowed to stir for 24 hours in a 60° C. oil bath. The mixture was diluted with ethyl acetate and washed with water. The organic layer was washed with brine, dried with magnesium sulfate, filtered and concentrated to yield 277 mg of crude [4-({[3-(2,6-dichlorophenyl)-5-(1-methyle... The reactants are ClC=1C=C(C=CC1)N1N=C(N=N1)C1=NC=CC=C1 (2-[2-(3-chlorophenyl)-2H-tetrazol-5-yl]pyridine), FC1=CC=C(C=C1)NC1=CC=CC=C1 (4-fluorophenylaniline), N1=C(C=CC=C1)C=O (2-pyridinecarboxaldehyde). Product: FC1=CC=C(C=C1)N1N=C(N=N1)C1=NC=CC=C1 (2-[2-(4-fluorophenyl)-2H-tetrazol-5-yl]pyridine). Reaction SMILES: Cl[C:2]1[CH:3]=[C:4]([N:8]2[N:12]=[N:11][C:10]([C:13]3[CH:18]=[CH:17][CH:16]=[CH:15][N:14]=3)=[N:9]2)[CH:5]=[CH:6][CH:7]=1.[F:19]C1C=CC(NC2C=CC=CC=2)=CC=1.N1C=CC=CC=1C=O>>[F:19][C:7]1[CH:6]=[CH:5][C:4]([N:8]2[N:12]=[N:11][C:10]([C:13]3[CH:18]=[CH:17][CH:16]=[CH:15][N:14]=3)=[N:9]2)=[CH:3][CH:2]=1. Reported procedure: Following the procedure described in EXAMPLE 1 for the synthesis of 2-[2-(3-chlorophenyl)-2H-tetrazol-5-yl]pyridine, 4-fluorophenylaniline (33.3 mg, 0.3 mmol) and 2-pyridinecarboxaldehyde (32.1 mg, 0.3 mmol) were employed to obtain 2-[2-(4-fluorophenyl)-2H-tetrazol-5-yl]pyridine as an orange solid.